Dataset: the Open Reaction Database (ORD), a public repository of structured organic reaction records. Task: describe an organic reaction: reactants, conditions, products, and yield Reactants: ICCCC (1-iodobutane), OC1=C(C=CC(=C1)CCC(=O)OC)C1=CC(=CC=C1)N(C(=O)NCCCCC)C (methyl 3-[2-hydroxy-3′-(1-methyl-3-pentylureido)biphenyl-4-yl]propanoate), C([O-])([O-])=O.[K+].[K+] (potassium carbonate). The solvent is C(C)C(=O)C (methyl ethyl ketone). Yields the product C(CCC)OC1=C(C=CC(=C1)CCC(=O)OC)C1=CC(=CC=C1)N(C(=O)NCCCCC)C (methyl 3-[2-butoxy-3′-(1-methyl-3-pentylureido)biphenyl-4-yl]propanoate). As a reaction SMILES: I[CH2:2][CH2:3][CH2:4][CH3:5].[OH:6][C:7]1[CH:12]=[C:11]([CH2:13][CH2:14][C:15]([O:17][CH3:18])=[O:16])[CH:10]=[CH:9][C:8]=1[C:19]1[CH:24]=[CH:23][CH:22]=[C:21]([N:25]([CH3:34])[C:26]([NH:28][CH2:29][CH2:30][CH2:31][CH2:32][CH3:33])=[O:27])[CH:20]=1.C(=O)([O-])[O-].[K+].[K+]>C(C(C)=O)C>[CH2:2]([O:6][C:7]1[CH:12]=[C:11]([CH2:13][CH2:14][C:15]([O:17][CH3:18])=[O:16])[CH:10]=[CH:9][C:8]=1[C:19]1[CH:24]=[CH:23][CH:22]=[C:21]([N:25]([CH3:34])[C:26]([NH:28][CH2:29][CH2:30][CH2:31][CH2:32][CH3:33])=[O:27])[CH:20]=1)[CH2:3][CH2:4][CH3:5] |f:2.3.4|. Reported procedure: In a manner similar to that of Example (25a), by reaction of 500 μL (4.4 mmol, 3.3 eq) of 1-iodobutane and 530 mg (1.33 mmol, 1 eq) of methyl 3-[2-hydroxy-3′-(1-methyl-3-pentylureido)biphenyl-4-yl]propanoate in 10 ml of methyl ethyl ketone in the presence of 500 mg (3.61 mmol, 2.7 eq) of potassium carbonate at 80° C. for 16 hours, methyl 3-[2-butoxy-3′-(1-methyl-3-pentylureido)biphenyl-4-yl]propanoate is obtained in oil form and is used in the following reaction without further purification. The reactants are FC(C(=O)N1CCC2=C([C@H](C1)C)C=C(C=C2)Cl)(F)F ((R)-N-trifluoroacetyl-8-chloro-1-methyl-2,3,4,5-tetrahydro-1H-3-benzazepine), ClC=1C=CC2=C([C@@H](CNCC2)C)C1Cl ((S)-8,9-dichloro-1-methyl-2,3,4,5-tetrahydro-1H-3-benzazepine). Yields the product ClC=1C=CC2=C([C@H](CNCC2)C)C1Cl ((R)-8,9-dichloro-1-methyl-2,3,4,5-tetrahydro-1H-3-benzazepine). As a reaction SMILES: FC(F)(F)C(N1C[C@H](C)C2C=C(Cl)C=CC=2CC1)=O.[Cl:20][C:21]1[CH:22]=[CH:23][C:24]2[CH2:30][CH2:29][NH:28][CH2:27][C@@H:26]([CH3:31])[C:25]=2[C:32]=1[Cl:33]>>[Cl:20][C:21]1[CH:22]=[CH:23][C:24]2[CH2:30][CH2:29][NH:28][CH2:27][C@H:26]([CH3:31])[C:25]=2[C:32]=1[Cl:33]. Procedure: Compound,7 was prepared from (R)-N-trifluoroacetyl-8-chloro-1-methyl-2,3,4,5-tetrahydro-1H-3-benzazepine utilizing a similar two step procedure as described herein for the preparation of Compound 5. 1H NMR (400 MHz, CDCl3) δ 7:40 (d, J=8 Hz, 1H), 7.16 (d, J=8 Hz, 1H), 4.17 (m, 1H), 3.55 (m, 2H), 3.5-3.3 (m, 2H), 3.2-3.0 (m, 2H), 1.43 (d, J=7 Hz, 3H). MS calculated for C11H13Cl2N+H: 230, observed: 230. Reactants: CCCCCCCCCCCCc1ccc(N)cc1, CC(=O)c1ccccc1, O, c1ccccc1. Product: CCCCCCCCCCCCc1ccc(N=C(C)c2ccccc2)cc1. Reaction SMILES: [CH2:10]([CH2:11][CH2:12][CH2:13][CH2:14][CH2:15][CH2:16][CH2:17][CH2:18][CH2:19][CH2:20][CH3:21])[c:22]1[cH:23][cH:24][c:25]([NH2:26])[cH:27][cH:28]1.[CH3:1][C:2](=[O:3])[c:4]1[cH:5][cH:6][cH:7][cH:8][cH:9]1.[OH2:35].[cH:29]1[cH:30][cH:31][cH:32][cH:33][cH:34]1>>[CH3:1][C:2]([c:4]1[cH:5][cH:6][cH:7][cH:8][cH:9]1)=[N:26][c:25]1[cH:24][cH:23][c:22]([CH2:10][CH2:11][CH2:12][CH2:13][CH2:14][CH2:15][CH2:16][CH2:17][CH2:18][CH2:19][CH2:20][CH3:21])[cH:28][cH:27]1. Starting materials: C(C)(=O)OC(C)C1=NC2=C(C=CC=C2C(=C1C(=O)NC=1SC=CN1)O)C(F)(F)F (2-(1-acetyloxy-ethyl)-4-hydroxy-N-(2-thiazolyl)-8-trifluoromethyl-3-quinoline-carboxamide), Cl (hydrochloric acid). Yields the product OC1=C(C(=NC2=C(C=CC=C12)C(F)(F)F)C(C)O)C(=O)NC=1SC=CN1 (4-hydroxy-2-(1-hydroxyethyl)-N-(2-thiazolyl)-8-trifluoromethyl-3-quinoline-carboxamide). Reported procedure: A mixture of 4.3 g of the product of Example 1, 50 ml of ethanol of 25 ml of concentrated hydrochloric acid was refluxed with stirring for one hour and was then cooled and iced and vacuum filtered. The product was washed and dried under reduced pressure at 60° C. The said product was added to 300 ml of water and the mixture was extracted with ethyl acetate. The organic phase was washed with water, dried and filtered. The filtrate was evaporated to dryness under reduced pressure and the residue w... Reaction conditions: time 1 hour. Isolated yield 63.2%. Run in C(C)O (ethanol). As a reaction SMILES: C([O:4][CH:5]([C:7]1[C:16]([C:17]([NH:19][C:20]2[S:21][CH:22]=[CH:23][N:24]=2)=[O:18])=[C:15]([OH:25])[C:14]2[C:9](=[C:10]([C:26]([F:29])([F:28])[F:27])[CH:11]=[CH:12][CH:13]=2)[N:8]=1)[CH3:6])(=O)C.Cl>C(O)C>[OH:25][C:15]1[C:14]2[C:9](=[C:10]([C:26]([F:27])([F:29])[F:28])[CH:11]=[CH:12][CH:13]=2)[N:8]=[C:7]([CH:5]([OH:4])[CH3:6])[C:16]=1[C:17]([NH:19][C:20]1[S:21][CH:22]=[CH:23][N:24]=1)=[O:18]. Starting materials: C(C)OC(=O)C1=C(NC(=C(C1C1=CC(=CC=C1Cl)N)C(=O)OCC)C)C (2,6-dimethyl-4-(3-amino-6-chlorophenyl)-1,4-dihydropyridine-3,5-dicarboxylic acid diethyl ester), C(C)N(CCCl)CC (2-diethylaminoethyl chloride). The solvent is O (water). Product: C(C)OC(=O)C1=C(NC(=C(C1C1=CC(=CC=C1Cl)NCCN(CC)CC)C(=O)OCC)C)C (2,6-Dimethyl-4-[3-(2-diethylaminoethylamino)-6-chlorophenyl]-1,4-dihydropyridine-3,5-dicarboxylic acid diethyl ester). As a reaction SMILES: [CH2:1]([O:3][C:4]([C:6]1[CH:11]([C:12]2[C:17]([Cl:18])=[CH:16][CH:15]=[C:14]([NH2:19])[CH:13]=2)[C:10]([C:20]([O:22][CH2:23][CH3:24])=[O:21])=[C:9]([CH3:25])[NH:8][C:7]=1[CH3:26])=[O:5])[CH3:2].[CH2:27]([N:29]([CH2:33][CH3:34])[CH2:30][CH2:31]Cl)[CH3:28]>O>[CH2:23]([O:22][C:20]([C:10]1[CH:11]([C:12]2[C:17]([Cl:18])=[CH:16][CH:15]=[C:14]([NH:19][CH2:28][CH2:27][N:29]([CH2:33][CH3:34])[CH2:30][CH3:31])[CH:13]=2)[C:6]([C:4]([O:3][CH2:1][CH3:2])=[O:5])=[C:7]([CH3:26])[NH:8][C:9]=1[CH3:25])=[O:21])[CH3:24]. Procedure: Thirty grams of 2,6-dimethyl-4-(3-amino-6-chlorophenyl)-1,4-dihydropyridine-3,5-dicarboxylic acid diethyl ester (melting point 210°) and 15 ml of 2-diethylaminoethyl chloride are heated for 15 minutes to about 200° and the mixture is taken up in hot water, rendered alkaline after addition of ice and extracted with ether. The reactants are BrC1=CC(=CC(=C1)[N+](=O)[O-])[N+](=O)[O-] (1-bromo-3,5-dinitrobenzene), FC([C@H](O)C1=CC=C(C=C1)B(O)O)F ({4-[(1R)-2,2-difluoro-1-hydroxyethyl]phenyl}boronic acid), C([O-])([O-])=O.[Na+].[Na+] (sodium carbonate). Reagents/catalysts: C1=CC=C(C=C1)P([C-]2C=CC=C2)C3=CC=CC=C3.C1=CC=C(C=C1)P([C-]2C=CC=C2)C3=CC=CC=C3.Cl[Pd]Cl.[Fe+2].ClCCl (PdCl2(dppf) dichloromethane). The solvent is O1CCOCC1 (dioxane). Conditions: temperature 85 celsius. Yields the product [N+](=O)([O-])C=1C=C(C=C(C1)[N+](=O)[O-])C1=CC=C(C=C1)[C@H](C(F)F)O ((1R)-1-(3′,5′-dinitrobiphenyl-4-yl)-2,2-difluoroethanol). Reaction SMILES: Br[C:2]1[CH:7]=[C:6]([N+:8]([O-:10])=[O:9])[CH:5]=[C:4]([N+:11]([O-:13])=[O:12])[CH:3]=1.[F:14][CH:15]([F:27])[C@@H:16]([C:18]1[CH:23]=[CH:22][C:21](B(O)O)=[CH:20][CH:19]=1)[OH:17].C(=O)([O-])[O-].[Na+].[Na+]>O1CCOCC1.C1C=CC(P(C2C=CC=CC=2)[C-]2C=CC=C2)=CC=1.C1C=CC(P(C2C=CC=CC=2)[C-]2C=CC=C2)=CC=1.Cl[Pd]Cl.[Fe+2].ClCCl>[N+:11]([C:4]1[CH:3]=[C:2]([C:21]2[CH:20]=[CH:19][C:18]([C@@H:16]([OH:17])[CH:15]([F:27])[F:14])=[CH:23][CH:22]=2)[CH:7]=[C:6]([N+:8]([O-:10])=[O:9])[CH:5]=1)([O-:13])=[O:12] |f:2.3.4,6.7.8.9.10|. Reported procedure: A mixture of 1-bromo-3,5-dinitrobenzene (5 g, 19.6 mmol), PdCl2(dppf)-dichloromethane adduct (0.802 g, 0.982 mmol), {4-[(1R)-2,2-difluoro-1-hydroxyethyl]phenyl}boronic acid (4.36 g, 21.6 mmol), and aqueous sodium carbonate (2 M, 29.5 mL, 58.9 mmol) in dioxane (65.6 mL) was degassed by sparging with nitrogen. The mixture was heated to 85° C. for 2 hours, and then allowed to cool to room temperature. The mixture was diluted with water, extracted with ethyl acetate, washed with brine, dried over so... The reactants are FC(C(=O)NC1CC2=CC=C(C=C2C1)[N+](=O)[O-])(F)F (2,2,2-Trifluoro-N-(5-nitro-2,3-dihydro-1H-inden-2-yl)acetamide). Reagents/catalysts: [Pd] (Pd/C). Run in CCOC(=O)C (EtOAc). Product: NC=1C=C2CC(CC2=CC1)NC(C(F)(F)F)=O (N-(5-Amino-2,3-dihydro-1H-inden-2-yl)-2,2,2-trifluoroacetamide). Yield: 98.5%. RXN SMILES: [F:1][C:2]([F:19])([F:18])[C:3]([NH:5][CH:6]1[CH2:14][C:13]2[C:8](=[CH:9][CH:10]=[C:11]([N+:15]([O-])=O)[CH:12]=2)[CH2:7]1)=[O:4]>CCOC(C)=O.[Pd]>[NH2:15][C:11]1[CH:12]=[C:13]2[C:8](=[CH:9][CH:10]=1)[CH2:7][CH:6]([NH:5][C:3](=[O:4])[C:2]([F:1])([F:18])[F:19])[CH2:14]2. Procedure details: 2,2,2-Trifluoro-N-(5-nitro-2,3-dihydro-1H-inden-2-yl)acetamide (245 mg, 0.89 mmol) was dissolved in EtOAc and stirred vigorously for 15 h. with 5% Pd/C (70 mg) under hydrogen atmosphere (1 atm). The reaction was filtered through celite and the solvent was removed under vacuum. Filtration yielded 214 mg (98%) of the desired amine as a brown powder. 1H NMR (400 MHz, DMSO-d6) δ 9.60 (d, J=7.1 Hz, 1H), 6.81 (d, J=8.0 Hz, 1H), 6.39 (s, 1H), 6.34 (d, J=8.1 Hz, 1H), 4.83 (s, 2H), 4.43 (m, 1H), 3.01 (m,...